From a dataset of the Open Reaction Database (ORD), a public repository of structured organic reaction records. describe an organic reaction: reactants, conditions, products, and yield Reactants: C=C(c1ccc(Br)cc1)C(F)(F)F, C[N+]1([O-])CCOCC1, CC(C)=O, [Na+], [Na+], O, O=S([O-])[O-]. Yields the product OCC(O)(c1ccc(Br)cc1)C(F)(F)F. As a reaction SMILES: [Br:1][c:2]1[cH:3][cH:4][c:5]([C:8](=[CH2:9])[C:10]([F:11])([F:12])[F:13])[cH:6][cH:7]1.[CH3:14][N+:15]1([O-:16])[CH2:17][CH2:19][O:18][CH2:20][CH2:21]1.[CH3:22][C:23](=[O:24])[CH3:25].[Na+:30].[Na+:31].[OH2:32].[S:26]([O-:27])([O-:28])=[O:29]>>[Br:1][c:2]1[cH:3][cH:4][c:5]([C:8]([CH2:9][OH:32])([C:10]([F:11])([F:12])[F:13])[OH:18])[cH:6][cH:7]1. Starting materials: [Si](C)(C)(C(C)(C)C)OCC=1C=C2C=CC(=CC2=CC1)CCC=O (3-(6-t-butyldimethylsilyloxymethylnaphthalen-2-yl)propionaldehyde), C(#N)[BH3-].[Na+] (sodium cyanoborohydride), C(OC)(OC)OC (trimethyl orthoformate), C(CC)NCCC (Dipropylamine). Run in CO (methanol). Reaction conditions: time 8 hour. The product is [Si](C)(C)(C(C)(C)C)OCC=1C=C2C=CC(=CC2=CC1)CCCN(CCC)CCC ([3-(6-t-butyldimethylsilyloxymethylnaphthalen-2-yl)propyl]dipropylamine). Yield: 103.6%. As a reaction SMILES: [CH2:1]([NH:4][CH2:5][CH2:6][CH3:7])[CH2:2][CH3:3].C([BH3-])#N.[Na+].C(OC)(OC)OC.[Si:19]([O:26][CH2:27][C:28]1[CH:29]=[C:30]2[C:35](=[CH:36][CH:37]=1)[CH:34]=[C:33]([CH2:38][CH2:39][CH:40]=O)[CH:32]=[CH:31]2)([C:22]([CH3:25])([CH3:24])[CH3:23])([CH3:21])[CH3:20]>CO>[Si:19]([O:26][CH2:27][C:28]1[CH:29]=[C:30]2[C:35](=[CH:36][CH:37]=1)[CH:34]=[C:33]([CH2:38][CH2:39][CH2:40][N:4]([CH2:5][CH2:6][CH3:7])[CH2:1][CH2:2][CH3:3])[CH:32]=[CH:31]2)([C:22]([CH3:25])([CH3:24])[CH3:23])([CH3:21])[CH3:20] |f:1.2|. Reported procedure: Dipropylamine (363 mg) was dissolved in anhydrous methanol (20 ml) and then added with sodium cyanoborohydride (281 mg), trimethyl orthoformate (0.490 ml), and the compound (981 mg) obtained in Example 121-7, followed by stirring overnight at room temperature under a nitrogen atmosphere. After completion of the reaction, the solvent was distilled off. Then, the residue was dissolved in chloroform and added with a saturated aqueous sodium bicarbonate solution, followed by stirring. The solution w... Reactants: solution, C[Li] (methyllithium), CC1=NC(=NC2=CC=CC=C12)NC(=O)NS(=O)(=O)C1=C(C=CC=C1)C(=O)O (N-[(4-methylquinazolin-2-yl)aminocarbonyl]-2-carboxybenzenesulfonamide), O (water), Cl (hydrochloric acid). The solvent is CCOCC (ether), C(Cl)Cl (methylene chloride), O1CCCC1 (tetrahydrofuran). Conditions: time 4 hour. Yields the product C(C)(=O)C1=C(C=CC=C1)S(=O)(=O)NC(=O)NC1=NC2=CC=CC=C2C(=N1)C (2-Acetyl-N-[(4-methylquinazolin-2-yl)aminocarbonyl]benzenesulfonamide). Reaction SMILES: [CH3:1][C:2]1[C:11]2[C:6](=[CH:7][CH:8]=[CH:9][CH:10]=2)[N:5]=[C:4]([NH:12][C:13]([NH:15][S:16]([C:19]2[CH:24]=[CH:23][CH:22]=[CH:21][C:20]=2[C:25]([OH:27])=O)(=[O:18])=[O:17])=[O:14])[N:3]=1.[CH3:28][Li].O.Cl>O1CCCC1.CCOCC.C(Cl)Cl>[C:25]([C:20]1[CH:21]=[CH:22][CH:23]=[CH:24][C:19]=1[S:16]([NH:15][C:13]([NH:12][C:4]1[N:3]=[C:2]([CH3:1])[C:11]2[C:6](=[CH:7][CH:8]=[CH:9][CH:10]=2)[N:5]=1)=[O:14])(=[O:18])=[O:17])(=[O:27])[CH3:28]. Procedure details: A mixture containing 0.86 g of N-[(4-methylquinazolin-2-yl)aminocarbonyl]-2-carboxybenzenesulfonamide in 50 ml of anhydrous tetrahydrofuran is treated with 40 ml of a 1.4 M solution of methyllithium in ether at 25° under a nitrogen atmosphere. The mixture is stirred for 4 hours at ambient temperature and then poured into 500 ml of water containing 10 ml of concentrated hydrochloric acid. The product can be isolated by extraction into methylene chloride followed by evaporation and if necessary, c... The reactants are CC(C)Oc1nc(C(F)(F)F)ccc1C=CC(=O)O, Cl, CS(=O)(=O)Nc1ccc(CN)cc1F. Product: CC(C)Oc1nc(C(F)(F)F)ccc1C=CC(=O)NCc1ccc(NS(C)(=O)=O)c(F)c1. As a reaction SMILES: [CH:16]([CH3:17])([CH3:18])[O:19][c:20]1[n:21][c:22]([C:31]([F:32])([F:33])[F:34])[cH:23][cH:24][c:25]1[CH:26]=[CH:27][C:28](=[O:29])[OH:30].[ClH:15].[NH2:1][CH2:2][c:3]1[cH:4][c:5]([F:14])[c:6]([NH:9][S:10](=[O:11])(=[O:12])[CH3:13])[cH:7][cH:8]1>>[NH:1]([CH2:2][c:3]1[cH:4][c:5]([F:14])[c:6]([NH:9][S:10](=[O:11])(=[O:12])[CH3:13])[cH:7][cH:8]1)[C:28]([CH:27]=[CH:26][c:25]1[c:20]([O:19][CH:16]([CH3:17])[CH3:18])[n:21][c:22]([C:31]([F:32])([F:33])[F:34])[cH:23][cH:24]1)=[O:29].